From a dataset of the Open Reaction Database (ORD), a public repository of structured organic reaction records. describe an organic reaction: reactants, conditions, products, and yield Starting materials: O1COC2=C1C=CC(=C2)C(C(=O)NS(=O)(=O)C2=C(C=C(C=C2)C)OC)C2=CN(C1=CC(=CC=C21)C(=O)OCC2=CC=CC=C2)C ((+)-Benzyl 3-{1-(1,3-benzodioxol-5-yl)-2-[(2-methoxy-4-methylphenyl)sulfonylamino]-2-oxoethyl}-1-methyl-1H-indole-6-carboxylate), [H][H] (hydrogen). Reagents/catalysts: catalyst, [Pd] (palladium on carbon). The solvent is C(C)O (ethanol). Conditions: time 3 hour. Yields the product O1COC2=C1C=CC(=C2)[C@H](C(=O)NS(=O)(=O)C2=C(C=C(C=C2)C)OC)C2=CN(C1=CC(=CC=C21)C(=O)O)C ((S)-(+)-3-{1-(1,3-Benzodioxol-5-yl)-2-[(2-methoxy-4-methylphenyl)sulfonyl-amino]-2-oxoethyl}-1-methyl-1H-indole-6-carboxylic acid). The yield is 90.6%. As a reaction SMILES: [O:1]1[C:5]2[CH:6]=[CH:7][C:8]([CH:10]([C:26]3[C:34]4[C:29](=[CH:30][C:31]([C:35]([O:37]CC5C=CC=CC=5)=[O:36])=[CH:32][CH:33]=4)[N:28]([CH3:45])[CH:27]=3)[C:11]([NH:13][S:14]([C:17]3[CH:22]=[CH:21][C:20]([CH3:23])=[CH:19][C:18]=3[O:24][CH3:25])(=[O:16])=[O:15])=[O:12])=[CH:9][C:4]=2[O:3][CH2:2]1.[H][H]>C(O)C.[Pd]>[O:1]1[C:5]2[CH:6]=[CH:7][C:8]([C@@H:10]([C:26]3[C:34]4[C:29](=[CH:30][C:31]([C:35]([OH:37])=[O:36])=[CH:32][CH:33]=4)[N:28]([CH3:45])[CH:27]=3)[C:11]([NH:13][S:14]([C:17]3[CH:22]=[CH:21][C:20]([CH3:23])=[CH:19][C:18]=3[O:24][CH3:25])(=[O:15])=[O:16])=[O:12])=[CH:9][C:4]=2[O:3][CH2:2]1. Procedure details: (+)-Benzyl 3-{1-(1,3-benzodioxol-5-yl)-2-[(2-methoxy-4-methylphenyl)sulfonylamino]-2-oxoethyl}-1-methyl-1H-indole-6-carboxylate (from (f), 374 mg) was dissolved in aqueous ethanol (20 ml of 9:1 ethanol/water) and 50 mg of 5% palladium on carbon was added. After 3 h at 414 kPa (60 psi) of hydrogen at room temperature a further 50 mg of catalyst was added and the hydrogenation continued for a further 3 h. The catalyst was removed by filtration and the filtrate evaporated. The residue was azeotrope... Reactants: IC=1C=C(C#N)C=CC1 (3-iodobenzonitrile), COC1=CC=C(C=C1)B(O)O (4-methoxyphenylboronic acid), [F-].[Cs+] (cesium fluoride). Reagents/catalysts: Cl[Pd]Cl.C1(=CC=CC=C1)P([C-]1C=CC=C1)C1=CC=CC=C1.[C-]1(C=CC=C1)P(C1=CC=CC=C1)C1=CC=CC=C1.[Fe+2].ClCCl ((1,1′-bis(diphenylphosphino) ferrocene) dichloropalladium (II)•dichloromethane). The solvent is COCCOC (1,2-dimethoxyethane). Product: C(#N)C=1C=C(C=CC1)C1=CC=C(C=C1)O (3′-cyano-4-hydroxy Biphenyl). Yield: 619.2%. Reaction SMILES: I[C:2]1[CH:3]=[C:4]([CH:7]=[CH:8][CH:9]=1)[C:5]#[N:6].C[O:11][C:12]1[CH:17]=[CH:16][C:15](B(O)O)=[CH:14][CH:13]=1.[F-].[Cs+]>Cl[Pd]Cl.C1(P(C2C=CC=CC=2)[C-]2C=CC=C2)C=CC=CC=1.[C-]1(P(C2C=CC=CC=2)C2C=CC=CC=2)C=CC=C1.[Fe+2].ClCCl.COCCOC>[C:5]([C:4]1[CH:3]=[C:2]([C:15]2[CH:16]=[CH:17][C:12]([OH:11])=[CH:13][CH:14]=2)[CH:9]=[CH:8][CH:7]=1)#[N:6] |f:2.3,4.5.6.7.8|. Procedure details: A 250 mL flask was charged with 2.21 g (2.7 mmol) (1,1′-bis(diphenylphosphino) ferrocene) dichloropalladium (II)•dichloromethane, 6.26 g (2.73 mmol) 3-iodobenzonitrile, 6.0 g (3.95 mmol) 4-methoxyphenylboronic acid, and 12.45 g (8.20 mmol) cesium fluoride, followed by the addition of 180 mL 1,2-dimethoxyethane. The flask was flushed with N2 and the suspension heated to reflux which was maintained for 3 hours. The reaction mixture was cooled to room temperature, filtered through a pad of 300 g fl... Starting materials: CC(C)(C)C(NC(=O)Nc1ccc(Cl)cc1)C(=O)N1CCC(N2Cc3cnc(CO[Si](C)(C)C(C)(C)C)n3C2=O)CC1, C1CCOC1, CC(=O)O, O. The product is CC(C)(C)C(NC(=O)Nc1ccc(Cl)cc1)C(=O)N1CCC(N2Cc3cnc(CO)n3C2=O)CC1. As a reaction SMILES: [C:1]([Si:2]([CH3:3])([CH3:4])[O:6][CH2:7][c:8]1[n:9][cH:10][c:11]2[n:12]1[C:13](=[O:40])[N:14]([CH:16]1[CH2:17][CH2:18][N:19]([C:22](=[O:23])[CH:24]([C:25]([CH3:26])([CH3:27])[CH3:28])[NH:29][C:30](=[O:31])[NH:32][c:33]3[cH:34][cH:35][c:36]([Cl:39])[cH:37][cH:38]3)[CH2:20][CH2:21]1)[CH2:15]2)([CH3:5])([CH3:41])[CH3:42].[CH2:48]1[O:49][CH2:50][CH2:51][CH2:52]1.[CH3:43][C:44](=[O:45])[OH:46].[OH2:47]>>[OH:6][CH2:7][c:8]1[n:9][cH:10][c:11]2[n:12]1[C:13](=[O:40])[N:14]([CH:16]1[CH2:17][CH2:18][N:19]([C:22](=[O:23])[CH:24]([C:25]([CH3:26])([CH3:27])[CH3:28])[NH:29][C:30](=[O:31])[NH:32][c:33]3[cH:34][cH:35][c:36]([Cl:39])[cH:37][cH:38]3)[CH2:20][CH2:21]1)[CH2:15]2. Procedure: 5 g (131 mmol) of sodium borohydride and 21 g (80 mmol) of 2,5,6,7-tetramethyl-4-(4′-tert-butylphenyl)-1-indanone (3d) together with 200 ml of toluene were placed in a reaction vessel. At 50° C., 25 ml of methanol were added slowly and the reaction mixture was stirred at 50° C. for 3 hours. After cooling to room temperature, 35 ml of 2 N sulfuric acid were added and the mixture was stirred for 30 minutes. After phase separation, the organic phase was washed twice with a total of 60 ml of 2 N sul... The reactants are [BH4-].[Na+] (sodium borohydride), CC1C(C2=C(C(=C(C(=C2C1)C1=CC=C(C=C1)C(C)(C)C)C)C)C)=O (2,5,6,7-tetramethyl-4-(4′-tert-butylphenyl)-1-indanone), C1(=CC=CC=C1)C (toluene), S(O)(O)(=O)=O (sulfuric acid). Solvent: CO (methanol). The product is CC=1CC2=C(C(=C(C(=C2C1)C1=CC=C(C=C1)C(C)(C)C)C)C)C (2,5,6,7-tetramethyl-4-(4′-tert-butylphenyl)indene). Reaction SMILES: [BH4-].[Na+].[CH3:3][CH:4]1[CH2:12][C:11]2[C:6](=[C:7]([CH3:25])[C:8]([CH3:24])=[C:9]([CH3:23])[C:10]=2[C:13]2[CH:18]=[CH:17][C:16]([C:19]([CH3:22])([CH3:21])[CH3:20])=[CH:15][CH:14]=2)[C:5]1=O.C1(C)C=CC=CC=1.S(=O)(=O)(O)O>CO>[CH3:3][C:4]1[CH2:5][C:6]2[C:11]([CH:12]=1)=[C:10]([C:13]1[CH:14]=[CH:15][C:16]([C:19]([CH3:20])([CH3:21])[CH3:22])=[CH:17][CH:18]=1)[C:9]([CH3:23])=[C:8]([CH3:24])[C:7]=2[CH3:25] |f:0.1|. Reaction conditions: temperature 50 celsius, time 3 hour.